This data is from the Open Reaction Database (ORD), a public repository of structured organic reaction records. The task is: describe an organic reaction: reactants, conditions, products, and yield Reactants: Cl (hydrochloric acid), C12(CC3CC(CC(C1)C3)C2)CO (1-adamantyl methylalcohol), Br (hydrobromic acid), C12(CC3CC(CC(C1)C3)C2)CO (adamantyl methylalcohol), C12(CC3CC(CC(C1)C3)C2)CBr (1-adamantyl methyl bromide). Reagents/catalysts: [Cl-].[Zn+2].[Cl-] (zinc chloride), [Br-].[Zn+2].[Br-] (zinc bromide). The product is C12(CC3CC(CC(C1)C3)C2)CCl (1-adamantyl methyl chloride). Isolated yield 91.0%. RXN SMILES: [C:1]12([CH2:11]O)[CH2:10][CH:5]3[CH2:6][CH:7]([CH2:9][CH:3]([CH2:4]3)[CH2:2]1)[CH2:8]2.C12(CBr)CC3CC(CC(C3)C1)C2.Br.[ClH:26]>[Br-].[Zn+2].[Br-].[Cl-].[Zn+2].[Cl-]>[C:1]12([CH2:11][Cl:26])[CH2:10][CH:5]3[CH2:6][CH:7]([CH2:9][CH:3]([CH2:4]3)[CH2:2]1)[CH2:8]2 |f:4.5.6,7.8.9|. Procedure details: Chlorination reaction of 1-adamantyl methylalcohol which was obtained by the same method described in (1) was carried out under the same conditions for the bromination reaction shown in (2) except that zinc bromide and hydrobromic acid were replaced by zinc chloride and hydrochloric acid respectively. The product was purified by recrystallized from methanol. Melting point of 1-adamantyl methyl chloride thus obtained was 32°-34° C and the yield was 91%. Starting materials: CCOC(=O)OCC, CCN1C(=O)Cc2cc(C(=O)c3ccccc3)ccc21, ClCCl, CCO, [Na]. The product is CCOC(=O)C1C(=O)N(CC)c2ccc(C(=O)c3ccccc3)cc21. RXN SMILES: [C:5]([O:6][CH2:7][CH3:8])([O:9][CH2:10][CH3:11])=[O:12].[CH2:13]([CH3:14])[N:15]1[C:16](=[O:32])[CH2:17][c:18]2[cH:19][c:20]([C:24]([c:25]3[cH:26][cH:27][cH:28][cH:29][cH:30]3)=[O:31])[cH:21][cH:22][c:23]21.[CH2:33]([Cl:34])[Cl:35].[CH3:2][CH2:3][OH:4].[Na:1]>>[C:5]([O:9][CH2:10][CH3:11])(=[O:12])[CH:17]1[C:16](=[O:32])[N:15]([CH2:13][CH3:14])[c:23]2[c:18]1[cH:19][c:20]([C:24]([c:25]1[cH:26][cH:27][cH:28][cH:29][cH:30]1)=[O:31])[cH:21][cH:22]2. The reactants are CCO, O=Cc1ccccc1, Cl, NNc1ccccc1C(=O)O, O. The product is O=C(O)c1ccccc1NN=Cc1ccccc1. As a reaction SMILES: [CH3:22][CH2:23][OH:24].[CH:13](=[O:14])[c:15]1[cH:16][cH:17][cH:18][cH:19][cH:20]1.[ClH:1].[NH:2]([NH2:3])[c:4]1[c:5]([C:6](=[O:7])[OH:8])[cH:9][cH:10][cH:11][cH:12]1.[OH2:21]>>[NH:2]([N:3]=[CH:13][c:15]1[cH:16][cH:17][cH:18][cH:19][cH:20]1)[c:4]1[c:5]([C:6](=[O:7])[OH:8])[cH:9][cH:10][cH:11][cH:12]1. The reactants are [OH-].[Na+] (sodium hydroxide), II, [OH-].[Na+] (sodium hydroxide), C(CS)S (1,2-ethanedithiol), O (water), [I-].FC1=[N+](C=CC=C1)C (2-fluoro-1-methylpyridinium iodide), [I-].FC1=[N+](C=CC=C1)C (2-fluoro-1-methylpyridinium iodide). Run in O1CCCC1 (tetrahydrofuran). Run at temperature 23 celsius. Yields the product [I-].SCCSC1=[N+](C=CC=C1)C (2-(2-mercaptoethylthio)-1-methylpyridinium iodide). RXN SMILES: [CH2:1]([SH:4])[CH2:2][SH:3].O.[I-:6].F[C:8]1[CH:13]=[CH:12][CH:11]=[CH:10][N+:9]=1[CH3:14].[OH-].[Na+]>O1CCCC1>[I-:6].[SH:3][CH2:2][CH2:1][S:4][C:8]1[CH:13]=[CH:12][CH:11]=[CH:10][N+:9]=1[CH3:14] |f:2.3,4.5,7.8|. Procedure: To a mixture of 1,2-ethanedithiol (0.63 mL, 7.5 mmol), water (21 mL) and tetrahydrofuran (4 mL) were added simultaneously 2-fluoro-1-methylpyridinium iodide, described by G. B. Barlin and J. A. Benbow, J.C.S. Perkin II, 790 (1974), (0.90 g, 3.72 mmol) and 1N sodium hydroxide solution (5-6 mL) to keep the pH of the mixture between 6 and 7. When the addition of 2-fluoro-1-methylpyridinium iodide was completed, the reaction mixture was stirred at 23° C. while the pH was kept at 7.1 by the addition ... Reactants: OC1=CC=C(C=C1)CC1CC=2CC(C(NC2CC1)=O)C (3,4,5,6,7,8-Hexahydro-6-((4-hydroxyphenyl)methyl)-3-methylquinolin-2[1H]-one), C(=O)(C(F)(F)F)O (TFA). The solvent is C(C)[SiH](CC)CC (triethylsilane). Run at time 30 minute. Product: OC1=CC=C(C=C1)CC1CC2CC(C(NC2CC1)=O)C (3,4,4a,5,6,7,8,8a-Octahydro-6-((4-hydroxyphenyl)methyl)-3-methylquinolin-2[1H]-one). The yield is 39.7%. RXN SMILES: [OH:1][C:2]1[CH:7]=[CH:6][C:5]([CH2:8][CH:9]2[CH2:18][CH2:17][C:16]3[NH:15][C:14](=[O:19])[CH:13]([CH3:20])[CH2:12][C:11]=3[CH2:10]2)=[CH:4][CH:3]=1.C(O)(C(F)(F)F)=O>C([SiH](CC)CC)C>[OH:1][C:2]1[CH:3]=[CH:4][C:5]([CH2:8][CH:9]2[CH2:18][CH2:17][CH:16]3[CH:11]([CH2:12][CH:13]([CH3:20])[C:14](=[O:19])[NH:15]3)[CH2:10]2)=[CH:6][CH:7]=1. Procedure details: 3,4,5,6,7,8-Hexahydro-6-((4-hydroxyphenyl)methyl)-3-methylquinolin-2[1H]-one (1.5 g) was suspended in triethylsilane (3 ml) and TFA (3 ml) was added. The mixture was left to stir for 30 minutes then was evaporated under reduced pressure. The residue was dissolved in chloroform and washed with sodium bicarbonate solution, dried (MgSO4) and evaporated. The residue was recrystallised from isopropanol to give the title compound (0.6 g,) mp. 217°-223° C. Starting materials: [Si](C)(C)(C(C)(C)C)OCC=1C=C(C=CC1)N1CCN(CC1)C1=NC=CC=C1 (1-[3-({[tert-Butyl(dimethyl)silyl]oxy}methyl)phenyl]-4-(pyridin-2-yl)piperazine), C1CCOC1 (THF), C(O)([O-])=O.[Na+] (sodium hydrogen carbonate), Cl (hydrochloric acid). Run in C(Cl)(Cl)Cl (CHCl3). Run at time 5 hour. Product: N1=C(C=CC=C1)N1CCN(CC1)C=1C=C(C=CC1)CO ({3-[4-(pyridin-2-yl)piperazin-1-yl]phenyl}methanol). Isolated yield 98.5%. Reaction SMILES: [Si]([O:8][CH2:9][C:10]1[CH:11]=[C:12]([N:16]2[CH2:21][CH2:20][N:19]([C:22]3[CH:27]=[CH:26][CH:25]=[CH:24][N:23]=3)[CH2:18][CH2:17]2)[CH:13]=[CH:14][CH:15]=1)(C(C)(C)C)(C)C.C1COCC1.Cl.C(=O)([O-])O.[Na+]>C(Cl)(Cl)Cl>[N:23]1[CH:24]=[CH:25][CH:26]=[CH:27][C:22]=1[N:19]1[CH2:20][CH2:21][N:16]([C:12]2[CH:11]=[C:10]([CH2:9][OH:8])[CH:15]=[CH:14][CH:13]=2)[CH2:17][CH2:18]1 |f:3.4|. Procedure: 1-[3-({[tert-Butyl(dimethyl)silyl]oxy}methyl)phenyl]-4-(pyridin-2-yl)piperazine (240 mg) was mixed with THF (2 ml), and a 1 M hydrochloric acid (2 ml) was added thereto, followed by stirring at room temperature for 5 hours. A saturated aqueous sodium hydrogen carbonate solution and CHCl3 were added to the reaction mixture, and the organic layer was dried over MgSO4 and concentrated under reduced pressure. The obtained residue was purified by silica gel column chromatography (hexane/EtOAc) to obt... The reactants are CC(C)(C)OC(=O)N1CCC(n2cc(C(=O)c3cccc(N)c3)c3c(N)ncnc32)CC1, O=C=Nc1cc(Cl)cc(Cl)c1, c1ccncc1. The product is CC(C)(C)OC(=O)N1CCC(n2cc(C(=O)c3cccc(NC(=O)Nc4cc(Cl)cc(Cl)c4)c3)c3c(N)ncnc32)CC1. As a reaction SMILES: [C:12]([CH3:13])([CH3:14])([CH3:15])[O:16][C:17](=[O:18])[N:19]1[CH2:20][CH2:21][CH:22]([n:25]2[cH:26][c:27]([C:35]([c:36]3[cH:37][c:38]([NH2:42])[cH:39][cH:40][cH:41]3)=[O:43])[c:28]3[c:29]2[n:30][cH:31][n:32][c:33]3[NH2:34])[CH2:23][CH2:24]1.[Cl:1][c:2]1[cH:3][c:4]([N:9]=[C:10]=[O:11])[cH:5][c:6]([Cl:8])[cH:7]1.[cH:44]1[cH:45][cH:46][n:47][cH:48][cH:49]1>>[Cl:1][c:2]1[cH:3][c:4]([NH:9][C:10](=[O:11])[NH:42][c:38]2[cH:37][c:36]([C:35]([c:27]3[cH:26][n:25]([CH:22]4[CH2:21][CH2:20][N:19]([C:17]([O:16][C:12]([CH3:13])([CH3:14])[CH3:15])=[O:18])[CH2:24][CH2:23]4)[c:29]4[c:28]3[c:33]([NH2:34])[n:32][cH:31][n:30]4)=[O:43])[cH:41][cH:40][cH:39]2)[cH:5][c:6]([Cl:8])[cH:7]1.